Task: describe an organic reaction: reactants, conditions, products, and yield. Dataset: the Open Reaction Database (ORD), a public repository of structured organic reaction records The reactants are CO (Methanol), COC=1C=C2C(=CC=NC2=CC1OC)OC1=CC=C(C=C1)NC(=O)NCCC(C)(C)C (1-[4-(6,7-dimethoxy-quinolin-4-yloxy)-phenyl]-3-(3,3-dimethyl-butyl)-urea), Cl.CO (hydrogen chloride methanol). Run in C(Cl)(Cl)Cl (chloroform). Yields the product Cl.COC=1C=C2C(=CC=NC2=CC1OC)OC1=CC=C(C=C1)NC(=O)NCCC(C)(C)C (1-[4-(6,7-Dimethoxy-quinolin-4-yloxy)-phenyl]-3-(3,3-dimethyl-butyl)-urea hydrochloride). Yield: 91.0%. Reaction SMILES: CO.[CH3:3][O:4][C:5]1[CH:6]=[C:7]2[C:12](=[CH:13][C:14]=1[O:15][CH3:16])[N:11]=[CH:10][CH:9]=[C:8]2[O:17][C:18]1[CH:23]=[CH:22][C:21]([NH:24][C:25]([NH:27][CH2:28][CH2:29][C:30]([CH3:33])([CH3:32])[CH3:31])=[O:26])=[CH:20][CH:19]=1.[ClH:34].CO>C(Cl)(Cl)Cl>[ClH:34].[CH3:3][O:4][C:5]1[CH:6]=[C:7]2[C:12](=[CH:13][C:14]=1[O:15][CH3:16])[N:11]=[CH:10][CH:9]=[C:8]2[O:17][C:18]1[CH:23]=[CH:22][C:21]([NH:24][C:25]([NH:27][CH2:28][CH2:29][C:30]([CH3:33])([CH3:32])[CH3:31])=[O:26])=[CH:20][CH:19]=1 |f:2.3,5.6|. Reported procedure: Methanol (20 ml) and chloroform (2 ml) were added to 1-[4-(6,7-dimethoxy-quinolin-4-yloxy)-phenyl]-3-(3,3-dimethyl-butyl)-urea to prepare a solution. The solution was acidified by the addition of hydrogen chloride-methanol, and the acidified solution was concentrated. Diethyl ether was added to the residue, and the mixture was filtrated to give the title compound (1.75 g, yield 91%). Reactants: O.C1(=CC=C(C=C1)S(=O)(=O)O)C (p-toluenesulphonic acid monohydrate), C([O-])(O)=O.[Na+] (sodium bicarbonate), O.C1(=CC=C(C=C1)S(=O)(=O)O)C (p-Toluenesulphonic acid monohydrate), NC1=C(C(=NN1C1=C(C=C(C=C1Cl)C(F)(F)F)Cl)C#N)C#CC (5-amino-3-cyano-1-(2,6-dichloro-4-trifluoromethylphenyl)-4-(prop-1-yn-1-yl)pyrazole), O.C1(=CC=C(C=C1)S(=O)(=O)O)C (p-toluenesulphonic acid monohydrate). Run in C(C)#N (acetonitrile), C(C)#N (acetonitrile). Run at time 1 hour. Yields the product NC1=C(C(=NN1C1=C(C=C(C=C1Cl)C(F)(F)F)Cl)C#N)C(CC)=O (5-Amino-3-cyano-1-(2,6-dichloro-4-trifluoromethylphenyl)-4-propanoylpyrazole). RXN SMILES: O.C1(C)C=CC(S(O)(=O)=[O:9])=CC=1.[NH2:13][C:14]1[N:18]([C:19]2[C:24]([Cl:25])=[CH:23][C:22]([C:26]([F:29])([F:28])[F:27])=[CH:21][C:20]=2[Cl:30])[N:17]=[C:16]([C:31]#[N:32])[C:15]=1[C:33]#[C:34][CH3:35].C(=O)(O)[O-].[Na+]>C(#N)C>[NH2:13][C:14]1[N:18]([C:19]2[C:20]([Cl:30])=[CH:21][C:22]([C:26]([F:28])([F:27])[F:29])=[CH:23][C:24]=2[Cl:25])[N:17]=[C:16]([C:31]#[N:32])[C:15]=1[C:33](=[O:9])[CH2:34][CH3:35] |f:0.1,3.4|. Procedure: p-Toluenesulphonic acid monohydrate (2.92 g) was added to a stirred solution of 5-amino-3-cyano-1-(2,6-dichloro-4-trifluoromethylphenyl)-4-(prop-1-yn-1-yl)pyrazole (WO-A-97/07102; 2.1 g) in acetonitrile (40 ml) and the mixture stirred at room temperature for 1 hour. Further p-toluenesulphonic acid monohydrate (1.0) was added and this mixture stirred at room temperature for 16 hours. Further acetonitrile (20 ml) and yet more p-toluenesulphonic acid monohydrate (1.0 g) were added and stirring cont...